Dataset: the Open Reaction Database (ORD), a public repository of structured organic reaction records. Task: describe an organic reaction: reactants, conditions, products, and yield Reactants: C1(=CC=CC=C1)P(C1=CC=CC=C1)CS ((Diphenylphosphino)methanethiol), C(C)(=O)NCC(=O)O (N-acetylglycine), C1CCC(CC1)N=C=NC2CCCCC2 (DCC). Solvent: CN(C)C=O (DMF), ( g ). Reaction conditions: time 12 hour. Product: N(CC(=O)CP(C1=CC=CC=C1)C1=CC=CC=C1)C(=O)C (AcGlyCH2PPh2). Isolated yield 67.0%. RXN SMILES: [C:1]1([P:7]([CH2:14]S)[C:8]2[CH:13]=[CH:12][CH:11]=[CH:10][CH:9]=2)[CH:6]=[CH:5][CH:4]=[CH:3][CH:2]=1.[C:16]([NH:19][CH2:20][C:21](O)=[O:22])(=[O:18])[CH3:17].C1CCC(N=C=NC2CCCCC2)CC1>CN(C=O)C>[NH:19]([C:16]([CH3:17])=[O:18])[CH2:20][C:21]([CH2:14][P:7]([C:8]1[CH:13]=[CH:12][CH:11]=[CH:10][CH:9]=1)[C:1]1[CH:6]=[CH:5][CH:4]=[CH:3][CH:2]=1)=[O:22]. Procedure: Phosphinothiol 20 (100 mg, 0.43 mmol) and N-acetylglycine (55 mg, 0.47 mmol) were dissolved in DMF (3 mL) under Ar(g). DCC (98 mg, 0.47 mmol) was added, and the mixture was stirred for 12 h at room temperature. The DCU by-product was removed by filtration, solvent was removed under reduced pressure, and the residue was purified by chromatography as in Method A. AcGlyCH2PPh2 was isolated as a white solid in 67% yield. Spectral data. 1H NMR (CDCl3, 300 MHz) δ 7.46-7.39 (m, 4 H), 7.38-7.36 (m, 6 H)... The reactants are FC(C=1N=CC(=NC1)N[C@@H]1[C@H](CCC1)NC(OC(C)(C)C)=O)(F)F (tert-butyl N-[(1S,2S)-2-{[5-(trifluoromethyl)pyrazin-2-yl]amino}cyclopentyl]carbamate), BrN1C(CCC1=O)=O (1-bromopyrrolidine-2,5-dione), Cl (HCl), O1CCOCC1 (1,4-dioxane). Run in C(Cl)Cl (DCM). Conditions: time 17 hour. Product: Cl.ClC=1C(=NC=C(N1)C(F)(F)F)N[C@@H]1[C@H](CCC1)N ((1S,2S)-1-N-[3-Chloro-5-(trifluoromethyl)pyrazin-2-yl]cyclopentane-1,2-diamine hydrochloride). RXN SMILES: [F:1][C:2]([F:24])([F:23])[C:3]1[N:4]=[CH:5][C:6]([NH:9][C@H:10]2[CH2:14][CH2:13][CH2:12][C@@H:11]2[NH:15]C(=O)OC(C)(C)C)=[N:7][CH:8]=1.BrN1C(=O)CCC1=O.[ClH:33].O1CCOCC1>C(Cl)Cl>[ClH:33].[Cl:33][C:5]1[C:6]([NH:9][C@H:10]2[CH2:14][CH2:13][CH2:12][C@@H:11]2[NH2:15])=[N:7][CH:8]=[C:3]([C:2]([F:24])([F:23])[F:1])[N:4]=1 |f:5.6|. Procedure: To a solution of tert-butyl N-[(1S,2S)-2-{[5-(trifluoromethyl)pyrazin-2-yl]amino}cyclopentyl]carbamate (1.04 g, 3.00 mmol) in dry DCM (10 ml) at 0° C. under an atmosphere of nitrogen was added 1-bromopyrrolidine-2,5-dione (CAS number 128-08-5; 0.80 g, 4.50 mmol). The reaction was allowed to warm to room temperature and stirred for 17 hours and then was concentrated in vacuo. The resulting residue was purified by column chromatography (basic silica, 0-50% ethyl acetate/petrol). To this was then a... Product: Cl.COC1=C(C(OCC)=N)C=CC=C1 (ethyl 2-methoxy-benzimidate hydrochloride). Reactants: Cl (Hydrogen chloride), C(C)O (ethanol), COC1=C(C#N)C=CC=C1 (2-methoxy-benzonitrile), Cl (hydrogen chloride). As a reaction SMILES: [ClH:1].[CH3:2][O:3][C:4]1[CH:11]=[CH:10][CH:9]=[CH:8][C:5]=1[C:6]#[N:7].[CH2:12]([OH:14])[CH3:13]>>[ClH:1].[CH3:2][O:3][C:4]1[CH:11]=[CH:10][CH:9]=[CH:8][C:5]=1[C:6](=[NH:7])[O:14][CH2:12][CH3:13] |f:3.4|. Reaction conditions: temperature 0 celsius, time 3.5 hour. Procedure: Hydrogen chloride gas was passed through a solution of 2-methoxy-benzonitrile (760 mg, 5.708 mmol) in anhydrous ethanol (125 mL) cooled to 0° C. After 3.5 h, hydrogen chloride gas was stopped and the reaction mixture was stirred at room temperature overnight. The solvent was removed and the residue was triturated in diethyl ether to afford ethyl 2-methoxy-benzimidate hydrochloride (865 mg, 70%). It was used without further purification. The yield is 70.0%.